This data is from the Open Reaction Database (ORD), a public repository of structured organic reaction records. The task is: describe an organic reaction: reactants, conditions, products, and yield Starting materials: ClC=1C(=NN(C1C(F)(F)F)C)C1=CC2=C(NC(CO2)=O)C=C1F (7-(4-chloro-1-methyl-5-(trifluoromethyl)-1H-pyrazol-3-yl)-6-fluoro-2H-1,4-benzoxazin-3(4H)-one), KCO3, C(C#C)Br (propargyl bromide). The solvent is CS(=O)C (DMSO), O (water). Reaction conditions: temperature 45 celsius, time 16 hour. Yields the product ClC=1C(=NN(C1C(F)(F)F)C)C1=CC2=C(N(C(CO2)=O)CC#C)C=C1F (7-(4-chloro-1-methyl-5-(trifluoromethyl)-1H-pyrazol-3-yl)-6-fluoro-4-(2-propynyl)-2H-1,4-benzoxazin-3(4H)-one). Isolated yield 90.4%. RXN SMILES: [Cl:1][C:2]1[C:3]([C:12]2[C:22]([F:23])=[CH:21][C:15]3[NH:16][C:17](=[O:20])[CH2:18][O:19][C:14]=3[CH:13]=2)=[N:4][N:5]([CH3:11])[C:6]=1[C:7]([F:10])([F:9])[F:8].[CH2:24](Br)[C:25]#[CH:26]>CS(C)=O.O>[Cl:1][C:2]1[C:3]([C:12]2[C:22]([F:23])=[CH:21][C:15]3[N:16]([CH2:26][C:25]#[CH:24])[C:17](=[O:20])[CH2:18][O:19][C:14]=3[CH:13]=2)=[N:4][N:5]([CH3:11])[C:6]=1[C:7]([F:9])([F:8])[F:10]. Procedure details: At 25° C., 2.7 g (7.7 mmole) the product of step A, 1.1 g (8.0 mmole) KCO3 and 0.9 mL (8.0 mmole) 80% propargyl bromide were slurried in 25 mL DMSO. The mixture was stirred at 45° C. for 16 hours. The mixture was cooled, diluted with 100 mL cold water and extracted four times with ethyl acetate. The ethyl acetate extracts were washed with brine, dried over anhydrous MgSO4 and stripped in vacuo. The residue was purified chromatographically using methylene chloride as the eluent to give 2.7 g (90%... Starting materials: O (water), FC=1C=C(C=O)C=CC1 (3-fluorobenzaldehyde), OCC(O)CO (glycerol), S(O)(O)(=O)=O (sulfuric acid). Solvent: C1=CC=CC=C1 (benzene). Product: OC1COC(OC1)C1=CC(=CC=C1)F (5-Hydroxy-2-(3-fluorophenyl)-1,3-dioxane). The yield is 73.2%. Reaction SMILES: [F:1][C:2]1[CH:3]=[C:4]([CH:7]=[CH:8][CH:9]=1)[CH:5]=[O:6].[OH:10][CH2:11][CH:12]([CH2:14]O)[OH:13].S(=O)(=O)(O)O.O>C1C=CC=CC=1>[OH:13][CH:12]1[CH2:11][O:10][CH:5]([C:4]2[CH:7]=[CH:8][CH:9]=[C:2]([F:1])[CH:3]=2)[O:6][CH2:14]1. Procedure: A mixture of 3-fluorobenzaldehyde (24.8 g, 0.2 mole), glycerol (18.4 g, 0.2 mole) and 40% sulfuric acid (2.0 ml) in benzene (200 ml) was heated with stirring under a Dean-Stark apparatus until water ceased to collect (approximately 2.5 hours). The mixture was cooled, neutralized with potassium carbonate and, after adding 200 ml of ether, washed with water (3 × 100 ml). The washed solution was dried over magnesium sulfate and concentrated under reduced pressure to give 29.0 g of colorless oil whi... The reactants are COc1nc2c(cc1Br)C(C)CNCC2, Br. Product: CC1CNCCc2nc(O)c(Br)cc21. Reaction SMILES: [Br:1][c:2]1[cH:3][c:4]2[c:5]([n:12][c:13]1[O:14][CH3:15])[CH2:6][CH2:7][NH:8][CH2:9][CH:10]2[CH3:11].[BrH:16]>>[Br:1][c:2]1[cH:3][c:4]2[c:5]([n:12][c:13]1[OH:14])[CH2:6][CH2:7][NH:8][CH2:9][CH:10]2[CH3:11]. Procedure details: Propyne (6.3 mL, 124 mmol) was condensed in a pressure tube at −78° C. A solution of (3-iodopyridin-4-yl)carbamic acid tert-butyl ester (7.98 g, 24.9 mmol) in 15 mL of DMF, 60 mL of triethylamine, dichlorobis(triphenylphosphine)palladium (II) (877 mg, 1.25 mmol), and CuI (472 mg, 2.49 mmol) were added, and the tube was sealed and stirred at room temperature overnight. 200 mL of ethyl acetate and 100 mL of saturated aqueous ammonium chloride solution were added, the phases were separated and the ... Conditions: time 8 hour. The yield is 97.7%. The product is C(C)(C)(C)OC(NC1=C(C=NC=C1)C#CC)=O ((3-prop-1-ynylpyridin-4-yl)carbamic acid tert-butyl ester). The solvent is CN(C)C=O (DMF), C(C)N(CC)CC (triethylamine). The reagents and catalysts are Cl[Pd]([P](C1=CC=CC=C1)(C2=CC=CC=C2)C3=CC=CC=C3)([P](C4=CC=CC=C4)(C5=CC=CC=C5)C6=CC=CC=C6)Cl (dichlorobis(triphenylphosphine)palladium), [Cu]I (CuI). Reaction SMILES: [CH:1]#[C:2][CH3:3].[C:4]([O:8][C:9](=[O:18])[NH:10][C:11]1[CH:16]=[CH:15][N:14]=[CH:13][C:12]=1I)([CH3:7])([CH3:6])[CH3:5].C(OCC)(=O)C.[Cl-].[NH4+]>CN(C=O)C.C(N(CC)CC)C.Cl[Pd](Cl)([P](C1C=CC=CC=1)(C1C=CC=CC=1)C1C=CC=CC=1)[P](C1C=CC=CC=1)(C1C=CC=CC=1)C1C=CC=CC=1.[Cu]I>[C:4]([O:8][C:9](=[O:18])[NH:10][C:11]1[CH:16]=[CH:15][N:14]=[CH:13][C:12]=1[C:1]#[C:2][CH3:3])([CH3:7])([CH3:6])[CH3:5] |f:3.4,^1:41,60|. Starting materials: C#CC (Propyne), C(C)(C)(C)OC(NC1=C(C=NC=C1)I)=O ((3-iodopyridin-4-yl)carbamic acid tert-butyl ester), C(C)(=O)OCC (ethyl acetate), [Cl-].[NH4+] (ammonium chloride). Starting materials: C([O-])([O-])=O.[Na+].[Na+] (sodium carbonate), C1(=CC=C(C=C1)B(O)O)C1=CC=CC=C1 (biphenyl-4-ylboronic acid), BrC=1C(=NC=CC1)N (3-bromopyridin-2-amine), O (water). The reagents and catalysts are C=1C=CC(=CC1)[P](C=2C=CC=CC2)(C=3C=CC=CC3)[Pd]([P](C=4C=CC=CC4)(C=5C=CC=CC5)C=6C=CC=CC6)([P](C=7C=CC=CC7)(C=8C=CC=CC8)C=9C=CC=CC9)[P](C=1C=CC=CC1)(C=1C=CC=CC1)C=1C=CC=CC1 (tetrakis(triphenylphosphine)palladium(0)). The solvent is C1CCOC1 (THF). The product is C1(=CC=C(C=C1)C=1C(=NC=CC1)N)C1=CC=CC=C1 (3-biphenyl-4-ylpyridin-2-amine). Isolated yield 65.5%. Reaction SMILES: C(=O)([O-])[O-].[Na+].[Na+].[C:7]1([C:16]2[CH:21]=[CH:20][CH:19]=[CH:18][CH:17]=2)[CH:12]=[CH:11][C:10](B(O)O)=[CH:9][CH:8]=1.Br[C:23]1[C:24]([NH2:29])=[N:25][CH:26]=[CH:27][CH:28]=1.O>C1COCC1.C1C=CC([P]([Pd]([P](C2C=CC=CC=2)(C2C=CC=CC=2)C2C=CC=CC=2)([P](C2C=CC=CC=2)(C2C=CC=CC=2)C2C=CC=CC=2)[P](C2C=CC=CC=2)(C2C=CC=CC=2)C2C=CC=CC=2)(C2C=CC=CC=2)C2C=CC=CC=2)=CC=1>[C:7]1([C:16]2[CH:21]=[CH:20][CH:19]=[CH:18][CH:17]=2)[CH:12]=[CH:11][C:10]([C:23]2[C:24]([NH2:29])=[N:25][CH:26]=[CH:27][CH:28]=2)=[CH:9][CH:8]=1 |f:0.1.2,^1:39,41,60,79|. Procedure: A mixture of 2M aqueous sodium carbonate solution (6.64 mL), tetrakis(triphenylphosphine)palladium(0) (0.512 g), biphenyl-4-ylboronic acid (2.28 g) and 3-bromopyridin-2-amine (1.532 g) in dehydrated THF (30 mL) was heated under reflux overnight. The reaction mixture was added to water, and the mixture was extracted with ethyl acetate. The organic layer was washed with saturated brine, dried over anhydrous magnesium sulfate, and concentrated under reduced pressure to give a solid. The obtained so... Reactants: [Li]CCCC, CC1(C)CCCC(C)(C)N1, CN(C)C=O, CC(=O)O, Cc1ccccc1, COc1cncc(Cl)n1, C1CCOC1, O. Yields the product COc1nc(Cl)cnc1C=O. As a reaction SMILES: [CH2:11]([Li:12])[CH2:13][CH2:14][CH3:15].[CH3:1][C:2]1([CH3:3])[CH2:4][CH2:5][CH2:6][C:7]([CH3:8])([CH3:9])[NH:10]1.[CH3:25][N:26]([CH:27]=[O:28])[CH3:29].[CH3:36][C:37](=[O:38])[OH:39].[CH3:40][c:41]1[cH:42][cH:43][cH:44][cH:45][cH:46]1.[Cl:16][c:17]1[n:18][c:19]([O:23][CH3:24])[cH:20][n:21][cH:22]1.[O:30]1[CH2:31][CH2:32][CH2:33][CH2:34]1.[OH2:35]>>[Cl:16][c:17]1[n:18][c:19]([O:23][CH3:24])[c:20]([CH:27]=[O:28])[n:21][cH:22]1. Starting materials: FC(F)(F)c1ccc(CNc2ccc(Br)cn2)cc1, [Li]C(C)(C)C, CN(C)C=O, C1CCOC1, O. Yields the product O=Cc1ccc(NCc2ccc(C(F)(F)F)cc2)nc1. As a reaction SMILES: [Br:1][c:2]1[cH:3][cH:4][c:5]([NH:8][CH2:9][c:10]2[cH:11][cH:12][c:13]([C:16]([F:17])([F:18])[F:19])[cH:14][cH:15]2)[n:6][cH:7]1.[C:20]([Li:21])([CH3:22])([CH3:23])[CH3:24].[CH3:25][N:26]([CH:27]=[O:28])[CH3:29].[O:31]1[CH2:32][CH2:33][CH2:34][CH2:35]1.[OH2:30]>>[c:2]1([CH:27]=[O:28])[cH:3][cH:4][c:5]([NH:8][CH2:9][c:10]2[cH:11][cH:12][c:13]([C:16]([F:17])([F:18])[F:19])[cH:14][cH:15]2)[n:6][cH:7]1.